This data is from the Open Reaction Database (ORD), a public repository of structured organic reaction records. The task is: describe an organic reaction: reactants, conditions, products, and yield Reaction conditions: temperature 60 celsius, time 20 hour. The reactants are C(C)(C)[Si](OC(CN)CN)(C(C)C)C(C)C (2-triisopropylsilanyloxy-propane-1,3-diamine), C(SC)(=O)SC (S,S-dimethyl carbonodithioate). RXN SMILES: [CH:1]([Si:4]([CH:14]([CH3:16])[CH3:15])([CH:11]([CH3:13])[CH3:12])[O:5][CH:6]([CH2:9][NH2:10])[CH2:7][NH2:8])([CH3:3])[CH3:2].[C:17](SC)(=[O:20])SC>CO>[CH:14]([Si:4]([CH:11]([CH3:13])[CH3:12])([CH:1]([CH3:3])[CH3:2])[O:5][CH:6]1[CH2:7][NH:8][C:17](=[O:20])[NH:10][CH2:9]1)([CH3:16])[CH3:15]. Product: C(C)(C)[Si](OC1CNC(NC1)=O)(C(C)C)C(C)C (5-Triisopropylsilanyloxy-tetrahydro-pyrimidin-2-one). Procedure: To a solution of 2-triisopropylsilanyloxy-propane-1,3-diamine (Step P10) (27.8 g, 113 mmol) in MeOH (450 mL) was added S,S-dimethyl carbonodithioate (17.7 mL, 169 mmol) and the mixture was stirred at 60° C. for 20 h. The reaction mixture was concentrated. The residue was purified by flash chromatography(CH2Cl2/MeOH, 100:0→5:1) to afford the title compound. ESI-MS: [M+H]+273.3 (LC-MS 1-flow injection). The solvent is CO (MeOH). Starting materials: C(=O)(Cl)Cl (phosgene), ClC1=C(C(=CC(=C1)[N+](=O)[O-])Cl)O (2,6-dichloro-4-nitrophenol), [H-].[Na+] (sodium hydride). Run in C(Cl)Cl (methylene chloride), O1CCCC1 (tetrahydrofuran), C1CCOC1 (THF). Run at time 1 hour. The product is ClC(=O)OC1=C(C=C(C=C1Cl)[N+](=O)[O-])Cl (2,6-dichloro-4-nitrophenyl chloroformate). As a reaction SMILES: [Cl:1][C:2]1[CH:7]=[C:6]([N+:8]([O-:10])=[O:9])[CH:5]=[C:4]([Cl:11])[C:3]=1[OH:12].[H-].[Na+].[C:15](Cl)([Cl:17])=[O:16]>O1CCCC1.C(Cl)Cl>[Cl:17][C:15]([O:12][C:3]1[C:2]([Cl:1])=[CH:7][C:6]([N+:8]([O-:10])=[O:9])=[CH:5][C:4]=1[Cl:11])=[O:16] |f:1.2|. Procedure details: A solution of 2,6-dichloro-4-nitrophenol (5.0 g, 24.0 mmol) in 10 ml of tetrahydrofuran is added dropwise to a suspension of sodium hydride (1.33 g, 50% NaH, 27.6 mmol) in 20 ml of THF. After the addition, stirring is continued for 1 hour at RT and is the mixture is then added dropwise to a solution of phosgene (14.0 g) in 50 ml of methylene chloride at -10°. The mixture is allowed to warm to RT and is purged with N2 to remove excess phosgene. The solvent is stripped and the residue is taken int... The reactants are example 6 ( 20 ), ClC=1C=C2C(N(C(C2=CC1Cl)=O)CC(C(=O)OCC)C1(OCCO1)C)=O (ethyl 3-(5,6-dichloro-1,3-dioxo-1,3-dihydro-isoindol-2-yl)-2-(2-methyl-[1,3]dioxolan-2-yl)propionate), O.C1(=CC=C(C=C1)S(=O)(=O)O)C (p-toluenesulfonic acid monohydrate). The product is ClC=1C=C2C(N(C(C2=CC1Cl)=O)CC(C(=O)OCC)C(C)=O)=O (Ethyl 2-(5,6-dichloro-1,3-dioxo-1,3-dihydro-isoindol-2-ylmethyl)-3-oxo-butyrate). Reaction SMILES: [Cl:1][C:2]1[CH:3]=[C:4]2[C:8](=[CH:9][C:10]=1[Cl:11])[C:7](=[O:12])[N:6]([CH2:13][CH:14]([C:20]1([CH3:25])OCC[O:21]1)[C:15]([O:17][CH2:18][CH3:19])=[O:16])[C:5]2=[O:26].O.C1(C)C=CC(S(O)(=O)=O)=CC=1>>[Cl:11][C:10]1[CH:9]=[C:8]2[C:4](=[CH:3][C:2]=1[Cl:1])[C:5](=[O:26])[N:6]([CH2:13][CH:14]([C:20](=[O:21])[CH3:25])[C:15]([O:17][CH2:18][CH3:19])=[O:16])[C:7]2=[O:12] |f:1.2|. Procedure: Ethyl 2-(5,6-dichloro-1,3-dioxo-1,3-dihydro-isoindol-2-ylmethyl)-3-oxo-butyrate was prepared (171 mg, 34%) in the same manner as described in the above example 6 (20) from ethyl 3-(5,6-dichloro-1,3-dioxo-1,3-dihydro-isoindol-2-yl)-2-(2-methyl-[1,3]dioxolan-2-yl)propionate (0.57 g, 1.42 mmol) and p-toluenesulfonic acid monohydrate (50 mg), and the obtained product was identified with the following NMR data. Starting materials: C(C=C)N1C(N(N=C1C=1C=NC=CC1)CCCCCl)=O (4-allyl-2-(4-chlorobutyl)-5-(3-pyridyl)-1,2,4-triazol-3(2H,4H)-one), Cl.COC1=C(C=CC=C1)N1CCNCC1 (1-(2-methoxyphenyl)piperazine monohydrochloride), C([O-])([O-])=O.[K+].[K+] (potassium carbonate), Cl.COC1=C(C=CC=C1)N1CCNCC1 (1-(2-methoxyphenyl)piperazine monohydrochloride). Reagents/catalysts: [I-].[K+] (potassium iodide). Solvent: C1(=CC=CC=C1)C (toluene). Run at temperature 92.5 celsius, time 85 hour. Product: C(C=C)N1C(N(N=C1C=1C=NC=CC1)CCCCN1CCN(CC1)C1=C(C=CC=C1)OC)=O (4-allyl-2-{4-[4-(2-methoxyphenyl)piperazin-1-yl]butyl}-5-(3-pyridyl)-1,2,4-triazol-3(2H,4H)-one). Yield: 22.2%. As a reaction SMILES: [CH2:1]([N:4]1[C:8]([C:9]2[CH:10]=[N:11][CH:12]=[CH:13][CH:14]=2)=[N:7][N:6]([CH2:15][CH2:16][CH2:17][CH2:18]Cl)[C:5]1=[O:20])[CH:2]=[CH2:3].Cl.[CH3:22][O:23][C:24]1[CH:29]=[CH:28][CH:27]=[CH:26][C:25]=1[N:30]1[CH2:35][CH2:34][NH:33][CH2:32][CH2:31]1.C(=O)([O-])[O-].[K+].[K+]>[I-].[K+].C1(C)C=CC=CC=1>[CH2:1]([N:4]1[C:8]([C:9]2[CH:10]=[N:11][CH:12]=[CH:13][CH:14]=2)=[N:7][N:6]([CH2:15][CH2:16][CH2:17][CH2:18][N:33]2[CH2:32][CH2:31][N:30]([C:25]3[CH:26]=[CH:27][CH:28]=[CH:29][C:24]=3[O:23][CH3:22])[CH2:35][CH2:34]2)[C:5]1=[O:20])[CH:2]=[CH2:3] |f:1.2,3.4.5,6.7|. Procedure: A mixture of 4-allyl-2-(4-chlorobutyl)-5-(3-pyridyl)-1,2,4-triazol-3(2H,4H)-one (3 g), 1-(2-methoxyphenyl)piperazine monohydrochloride (2.3 g), potassium carbonate (2.76 g), potassium iodide (10 mg) and toluene (100 ml) was stirred at 90-95° C. under nitrogen for 85 hours. During this time, three further portions of 1-(2-methoxyphenyl)piperazine monohydrochloride (3×1.92 g) were added at 17 hourly intervals. The solvent was removed in vacuo, the residue was diluted with water (100 ml), and the p... Starting materials: BrC1=CC2=C(OC3=C([C@@H]4N2CCC[C@H]4N)C=CC(=C3)F)C=C1F ((±)-(cis)-7-bromo-8,12-difluoro-1,3,4,14b-tetrahydro-2H-dibenzo[b,f]pyrido[1,2-d][1,4]oxazepine-1-amine), CC1(COP(=O)(O[C@@H]1C2=CC=CC=C2)O)C ((+)-phencyphos). Run in C(Cl)Cl (CH2Cl2), CC(C)O (2-propanol), C(C)O (ethanol), C(Cl)Cl (CH2Cl2), CC(C)O (2-propanol), C(C)O (ethanol). Reaction conditions: temperature 40 celsius. Yields the product OP1(OCC([C@@H](O1)C1=CC=CC=C1)(C)C)=O.BrC1=CC2=C(OC3=C([C@@H]4N2CCC[C@H]4N)C=CC(=C3)F)C=C1F ((−)-(cis)-7-bromo-8,12-difluoro-1,3,4,14b-tetrahydro-2H-dibenzo[b,f]pyrido[1,2-d][1,4]oxazepine-1-amine (4S)-2-hydroxy-5,5-dimethyl-4-phenyl-1,3,2-dioxaphosphorinane 2-oxide). The yield is 39.9%. As a reaction SMILES: [Br:1][C:2]1[C:22]([F:23])=[CH:21][C:5]2[O:6][C:7]3[CH:19]=[C:18]([F:20])[CH:17]=[CH:16][C:8]=3[C@H:9]3[C@H:14]([NH2:15])[CH2:13][CH2:12][CH2:11][N:10]3[C:4]=2[CH:3]=1.[CH3:24][C:25]1([CH3:39])[C@@H:31]([C:32]2[CH:37]=[CH:36][CH:35]=[CH:34][CH:33]=2)[O:30][P:28]([OH:38])(=[O:29])[O:27][CH2:26]1>C(Cl)Cl.CC(O)C.C(O)C>[OH:38][P:28]1(=[O:29])[O:30][C@@H:31]([C:32]2[CH:37]=[CH:36][CH:35]=[CH:34][CH:33]=2)[C:25]([CH3:24])([CH3:39])[CH2:26][O:27]1.[Br:1][C:2]1[C:22]([F:23])=[CH:21][C:5]2[O:6][C:7]3[CH:19]=[C:18]([F:20])[CH:17]=[CH:16][C:8]=3[C@H:9]3[C@H:14]([NH2:15])[CH2:13][CH2:12][CH2:11][N:10]3[C:4]=2[CH:3]=1 |f:5.6|. Reported procedure: To a solution of (±)-(cis)-7-bromo-8,12-difluoro-1,3,4,14b-tetrahydro-2H-dibenzo[b,f]pyrido[1,2-d][1,4]oxazepine-1-amine (12.06 g, 31.65 mmol) in 120 mL of CH2Cl2, 25 mL of 2-propanol and 25 mL of ethanol at 40° C. was added a warm solution of (+)-phencyphos (3.84 g, 15.82 mmol) in 50 mL of CH2Cl2, 25 mL of 2-propanol and 25 mL of ethanol. The mixture was heated at 40° C., CH2Cl2 was carefully evaporated until a small amount of crystals was formed, and then the mixture was gradually cooled down ... Starting materials: O1N=C(C=C1)C1=CC=C(C=C1)N (4-Isoxazol-3-ylphenylamine), O1N=C(C=C1)C1=CC=C(C=C1)N (4-Isoxazol-3-ylphenylamine), ClCCl (dichloromethane), ClC(=O)OCC1=CC=CC=C1 (benzyl chloroformate). The solvent is N1=CC=CC=C1 (pyridine). Conditions: temperature 0 celsius, time 2 hour. Yields the product O1N=C(C=C1)C1=CC=C(C=C1)NC(OCC1=CC=CC=C1)=O (Benzyl 4-isoxazol-3-ylphenylcarbamate). Isolated yield 31.1%. As a reaction SMILES: [O:1]1[CH:5]=[CH:4][C:3]([C:6]2[CH:11]=[CH:10][C:9]([NH2:12])=[CH:8][CH:7]=2)=[N:2]1.ClCCl.Cl[C:17]([O:19][CH2:20][C:21]1[CH:26]=[CH:25][CH:24]=[CH:23][CH:22]=1)=[O:18]>N1C=CC=CC=1>[O:1]1[CH:5]=[CH:4][C:3]([C:6]2[CH:11]=[CH:10][C:9]([NH:12][C:17](=[O:18])[O:19][CH2:20][C:21]3[CH:26]=[CH:25][CH:24]=[CH:23][CH:22]=3)=[CH:8][CH:7]=2)=[N:2]1. Procedure: 4-Isoxazol-3-ylphenylamine (Intermediate 5, 4 g, 24.69 mmol) was added to dichloromethane (20 ml) followed by pyridine (4.6 ml). The solution was cooled to 0° C. and benzyl chloroformate (5.27 ml, 37.02 mmol) was added drop wise. The solution was allowed to stir for 2 hours at room temperature and then concentrated under vacuum. The residue was added to 30 ml of 1:1 hexane:EtOAc mixture. The crystals were collected by filtration to yield the product (2.26 g).